Dataset: the Open Reaction Database (ORD), a public repository of structured organic reaction records. Task: describe an organic reaction: reactants, conditions, products, and yield Reactants: Intermediate 157, C(=O)(O)CCCCCN([C@@H](C(C)C)C(=O)N[C@@H](C(C)C)C(=O)N(C)[C@H]([C@@H](CC(=O)N1[C@@H](CCC1)[C@@H]([C@H](C(=O)N[C@H](C(=O)N)CC1=CNC2=CC=CC=C12)C)OC)OC)[C@H](CC)C)C (N-(5-carboxypentyl)-N-methyl-L-valyl-N-[(3R,4S,5S)-1-{(2S)-2-[(1R,2R)-3-{[(2S)-1-amino-3-(1H-indol-3-yl)-1-oxopropan-2-yl]amino}-1-methoxy-2-methyl-3-oxopropyl]pyrrolidin-1-yl}-3-methoxy-5-methyl-1-oxoheptan-4-yl]-N-methyl-L-valinamide), O=C1N(C(C=C1)=O)CCCCCC(=O)NN (6-(2,5-dioxo-2,5-dihydro-1H-pyrrol-1-yl)hexanehydrazide). Yields the product O=C1N(C(C=C1)=O)CCCCCC(=O)NNC(CCCCCN([C@@H](C(C)C)C(=O)N[C@@H](C(C)C)C(=O)N(C)[C@H]([C@@H](CC(=O)N1[C@@H](CCC1)[C@@H]([C@H](C(=O)N[C@H](C(=O)N)CC1=CNC2=CC=CC=C12)C)OC)OC)[C@H](CC)C)C)=O (N-(6-{2-[6-(2,5-dioxo-2,5-dihydro-1H-pyrrol-1-yl)hexanoyl]hydrazino}-6-oxohexyl)-N-methyl-L-valyl-N-[(3R,4S,5S)-1-{(2S)-2-[(1R,2R)-3-{[(2S)-1-amino-3-(1H-indol-3-yl)-1-oxopropan-2-yl]amino}-1-methoxy-2-methyl-3-oxopropyl]pyrrolidin-1-yl}-3-methoxy-5-methyl-1-oxoheptan-4-yl]-N-methyl-L-valinamide). Reaction SMILES: [C:1]([CH2:4][CH2:5][CH2:6][CH2:7][CH2:8][N:9]([CH3:63])[C@H:10]([C:14]([NH:16][C@H:17]([C:21]([N:23]([C@@H:25]([C@@H:59]([CH3:62])[CH2:60][CH3:61])[C@H:26]([O:57][CH3:58])[CH2:27][C:28]([N:30]1[CH2:34][CH2:33][CH2:32][C@H:31]1[C@H:35]([O:55][CH3:56])[C@@H:36]([CH3:54])[C:37]([NH:39][C@@H:40]([CH2:44][C:45]1[C:53]2[C:48](=[CH:49][CH:50]=[CH:51][CH:52]=2)[NH:47][CH:46]=1)[C:41]([NH2:43])=[O:42])=[O:38])=[O:29])[CH3:24])=[O:22])[CH:18]([CH3:20])[CH3:19])=[O:15])[CH:11]([CH3:13])[CH3:12])([OH:3])=O.[O:64]=[C:65]1[CH:69]=[CH:68][C:67](=[O:70])[N:66]1[CH2:71][CH2:72][CH2:73][CH2:74][CH2:75][C:76]([NH:78][NH2:79])=[O:77]>>[O:70]=[C:67]1[CH:68]=[CH:69][C:65](=[O:64])[N:66]1[CH2:71][CH2:72][CH2:73][CH2:74][CH2:75][C:76]([NH:78][NH:79][C:1](=[O:3])[CH2:4][CH2:5][CH2:6][CH2:7][CH2:8][N:9]([CH3:63])[C@H:10]([C:14]([NH:16][C@H:17]([C:21]([N:23]([C@@H:25]([C@@H:59]([CH3:62])[CH2:60][CH3:61])[C@H:26]([O:57][CH3:58])[CH2:27][C:28]([N:30]1[CH2:34][CH2:33][CH2:32][C@H:31]1[C@H:35]([O:55][CH3:56])[C@@H:36]([CH3:54])[C:37]([NH:39][C@@H:40]([CH2:44][C:45]1[C:53]2[C:48](=[CH:49][CH:50]=[CH:51][CH:52]=2)[NH:47][CH:46]=1)[C:41]([NH2:43])=[O:42])=[O:38])=[O:29])[CH3:24])=[O:22])[CH:18]([CH3:19])[CH3:20])=[O:15])[CH:11]([CH3:12])[CH3:13])=[O:77]. Procedure details: This compound was prepared in analogy to the synthesis described in Intermediate 157, from N-(5-carboxypentyl)-N-methyl-L-valyl-N-[(3R,4S,5S)-1-{(2S)-2-[(1R,2R)-3-{[(2S)-1-amino-3-(1H-indol-3-yl)-1-oxopropan-2-yl]amino}-1-methoxy-2-methyl-3-oxopropyl]pyrrolidin-1-yl}-3-methoxy-5-methyl-1-oxoheptan-4-yl]-N-methyl-L-valinamide and commercially available 6-(2,5-dioxo-2,5-dihydro-1H-pyrrol-1-yl)hexanehydrazide. Starting materials: BrC1=CC=C(C=C1)C1C(C1)C(=O)OC(C)(C)C (tert-butyl 2-(4-bromophenyl)cyclopropanecarboxylate), [OH-].[Li+] (lithium hydroxide). Solvent: CO.O1CCCC1 (methanol tetrahydrofuran), O (water). Conditions: temperature 50 celsius, time 0.5 hour. Yields the product BrC1=CC=C(C=C1)C1C(C1)C(=O)O (2-(4-bromophenyl)cyclopropanecarboxylic acid). Yield: 102.3%. RXN SMILES: [Br:1][C:2]1[CH:7]=[CH:6][C:5]([CH:8]2[CH2:10][CH:9]2[C:11]([O:13]C(C)(C)C)=[O:12])=[CH:4][CH:3]=1.[OH-].[Li+]>CO.O1CCCC1.O>[Br:1][C:2]1[CH:3]=[CH:4][C:5]([CH:8]2[CH2:10][CH:9]2[C:11]([OH:13])=[O:12])=[CH:6][CH:7]=1 |f:1.2,3.4|. Procedure: In a round bottom flask, mixed the tert-butyl 2-(4-bromophenyl)cyclopropanecarboxylate 2 (3.7 g, 12.0 mmol) in methanol/tetrahydrofuran (1:1, 30 mL) and heated to 50° C. Separately dissolved lithium hydroxide (1.4 g, 60 mmol) in water (15 mL) and then added to the solution of 2. Increased the heat to 65° C., and monitored by HPLC for reaction completion (<1% pA of 2, ˜3 h). The reaction mixture was then cooled to room temperature and distilled to ½ volume. Cooled the suspension to <20° C. and ac... Yields the product CC(C)Oc1cccc(NC(=O)OCc2c(-c3ccccc3)c3cc(Cl)ccc3c(=O)n2C)c1. Reactants: CC(C)Oc1cccc(C(=O)O)c1, CC(C)Oc1cccc(N=C=O)c1, Cn1c(CO)c(-c2ccccc2)c2cc(Cl)ccc2c1=O, c1ccccc1. Reaction SMILES: [CH:14]([O:15][c:16]1[cH:17][c:18]([C:22]([OH:23])=[O:24])[cH:19][cH:20][cH:21]1)([CH3:25])[CH3:26].[CH:1]([CH3:2])([CH3:3])[O:4][c:5]1[cH:6][c:7]([N:11]=[C:12]=[O:13])[cH:8][cH:9][cH:10]1.[Cl:27][c:28]1[cH:29][c:30]2[c:31](-[c:42]3[cH:43][cH:44][cH:45][cH:46][cH:47]3)[c:32]([CH2:40][OH:41])[n:33]([CH3:39])[c:34](=[O:38])[c:35]2[cH:36][cH:37]1.[cH:48]1[cH:49][cH:50][cH:51][cH:52][cH:53]1>>[CH:1]([CH3:2])([CH3:3])[O:4][c:5]1[cH:6][c:7]([NH:11][C:12](=[O:13])[O:41][CH2:40][c:32]2[c:31](-[c:42]3[cH:43][cH:44][cH:45][cH:46][cH:47]3)[c:30]3[cH:29][c:28]([Cl:27])[cH:37][cH:36][c:35]3[c:34](=[O:38])[n:33]2[CH3:39])[cH:8][cH:9][cH:10]1. Starting materials: NN (hydrazine), COC(=O)SCl (methoxycarbonylsulfenyl chloride), SC1=NC=CC=C1 (2-mercaptopyridine). Product: Cl.NCC=CCSSC1=NC=CC=C1 (1-amino-4-[(2-pyridinyl)dithio]-2-butene hydrochloride). RXN SMILES: NN.CO[C:5]([S:7][Cl:8])=O.[SH:9][C:10]1[CH:15]=[CH:14][CH:13]=[CH:12][N:11]=1>>[ClH:8].[NH2:11][CH2:10][CH:15]=[CH:14][CH2:5][S:7][S:9][C:10]1[CH:15]=[CH:14][CH:13]=[CH:12][N:11]=1 |f:3.4|. Procedure: In yet another preferred embodiment, a novel thiosemicarbazide bifunctional compound was formed (FIG. 4). In this embodiment, potassium phthalimide was reacted with 1,4-dibromo-2-butene to form 1-bromo-4-(N-phtalimido)-2butene. This compound was reacted with potassium thioacetate to form 1-(acetylthio)-4-(N-phthalimido)-2-butene which was then reacted with hydrazine and was treated with methoxycarbonylsulfenyl chloride followed by 2-mercaptopyridine to form 1-amino-4-[(2-pyridinyl)dithio]-2-bute... The reactants are ice, C(C)(C)(C)OC(=O)N1CCN(CC1)C(C)C1=C(C(=C(C=C1)OC)C)C (4-[1-(4-methoxy-2,3-dimethyl-phenyl)-ethyl]-piperazine-1-carboxylic acid tert-butyl ester), FC(C(=O)O)(F)F (trifluoroacetic acid). Solvent: ClCCl (dichloromethane). Reaction conditions: time 2 hour. Product: COC1=C(C(=C(C=C1)C(C)N1CCNCC1)C)C (1-[1-(4-Methoxy-2,3-dimethyl-phenyl)-ethyl]-piperazine). RXN SMILES: C(OC([N:8]1[CH2:13][CH2:12][N:11]([CH:14]([C:16]2[CH:21]=[CH:20][C:19]([O:22][CH3:23])=[C:18]([CH3:24])[C:17]=2[CH3:25])[CH3:15])[CH2:10][CH2:9]1)=O)(C)(C)C.FC(F)(F)C(O)=O>ClCCl>[CH3:23][O:22][C:19]1[CH:20]=[CH:21][C:16]([CH:14]([N:11]2[CH2:10][CH2:9][NH:8][CH2:13][CH2:12]2)[CH3:15])=[C:17]([CH3:25])[C:18]=1[CH3:24]. Procedure details: To an ice chilled solution containing 4-[1-(4-methoxy-2,3-dimethyl-phenyl)-ethyl]-piperazine-1-carboxylic acid tert-butyl ester (0.4 g 1.38 mmol) and 10 ml dichloromethane, was added trifluoroacetic acid (2 ml) dropwise. The reaction was stirred at room temperature for 2 hours. The reaction was concentrated. The residue was purified by flash chromatography on silica gel eluted, with 10% MeOH(NH3)/dichloromethane. 1-[1-(4-Methoxy-2,3-dimethyl-phenyl)-ethyl]-piperazine was obtained as a yellow oil... The product is CCCC(CCC)n1c(=NC)c2cc(-c3ccc(C(C)C)cc3Br)c3nc(C)cc1n32. Reaction SMILES: [Br:2][c:3]1[c:4](-[c:12]2[cH:13][c:14]3[c:15](=[NH:31])[n:16]([CH:24]([CH2:25][CH2:26][CH3:27])[CH2:28][CH2:29][CH3:30])[c:17]4[cH:18][c:19]([CH3:23])[n:20][c:21]2[n:22]34)[cH:5][cH:6][c:7]([CH:9]([CH3:10])[CH3:11])[cH:8]1.[CH3:32][O:33][S:34]([O:35][CH3:36])(=[O:37])=[O:38].[ClH:1].[H-:40].[Na+:39].[Na+:42].[O:43]1[CH2:44][CH2:45][CH2:46][CH2:47]1.[OH-:41].[OH2:48]>>[Br:2][c:3]1[c:4](-[c:12]2[cH:13][c:14]3[c:15](=[N:31][CH3:32])[n:16]([CH:24]([CH2:25][CH2:26][CH3:27])[CH2:28][CH2:29][CH3:30])[c:17]4[cH:18][c:19]([CH3:23])[n:20][c:21]2[n:22]34)[cH:5][cH:6][c:7]([CH:9]([CH3:10])[CH3:11])[cH:8]1. The reactants are CCCC(CCC)n1c(=N)c2cc(-c3ccc(C(C)C)cc3Br)c3nc(C)cc1n32, COS(=O)(=O)OC, Cl, [H-], [Na+], [Na+], C1CCOC1, [OH-], O. Reactants: C(C)(=O)NC1=NC(NC=C1)=O (N-acetylcytosine), BrCCCCl (1-bromo-3-chloropropane), C([O-])([O-])=O.[K+].[K+] (potassium carbonate). Solvent: CN(C)C=O (DMF). Run at time 4 day. The product is ClCCCN1C(=O)N=C(NC(C)=O)C=C1 (1-(3-chloropropyl)-N4-acetylcytosine). Reaction SMILES: [C:1]([NH:4][C:5]1[CH:10]=[CH:9][NH:8][C:7](=[O:11])[N:6]=1)(=[O:3])[CH3:2].Br[CH2:13][CH2:14][CH2:15][Cl:16].C(=O)([O-])[O-].[K+].[K+]>CN(C=O)C>[Cl:16][CH2:15][CH2:14][CH2:13][N:8]1[CH:9]=[CH:10][C:5]([NH:4][C:1](=[O:3])[CH3:2])=[N:6][C:7]1=[O:11] |f:2.3.4|. Reported procedure: A mixture of N-acetylcytosine, 1-bromo-3-chloropropane, and potassium carbonate in DMF was stirred at room temperature under argon for 4 days, filtered and evaporated to dryness. The crude product was purified by column chromatography and gave 1-(3-chloropropyl)-N4-acetylcytosine. Starting materials: CCCC1CCC(c2ccc(C(=O)O)cc2)CC1, O=S(Cl)Cl. Product: CCCC1CCC(c2ccc(C(=O)O)cc2)CC1, [Cl-]. As a reaction SMILES: [CH2:5]([CH2:6][CH3:7])[CH:8]1[CH2:9][CH2:10][CH:11]([c:14]2[cH:15][cH:16][c:17]([C:18](=[O:19])[OH:20])[cH:21][cH:22]2)[CH2:12][CH2:13]1.[S:1]([Cl:2])([Cl:3])=[O:4]>>[CH2:5]([CH2:6][CH3:7])[CH:8]1[CH2:9][CH2:10][CH:11]([c:14]2[cH:15][cH:16][c:17]([C:18](=[O:19])[OH:20])[cH:21][cH:22]2)[CH2:12][CH2:13]1.[Cl-:3]. The reactants are CC1=CC=C(C=C1)C=1C=CC2=C(C=C(CCO2)C(=O)NC2=CC=C(C=C2)CSC2=CC=CC=C2)C1 (7-(4-methylphenyl)-N-(4-(phenylthiomethyl)-phenyl)-2,3-dihydro-1-benzoxepine-4-carboxamide), ClC1=CC(=CC=C1)C(=O)OO (m-chloroperbenzoic acid), S(=S)(=O)([O-])[O-].[Na+].[Na+] (sodium thiosulfate). The solvent is ClCCl (dichloromethane). Reaction conditions: time 30 minute. Yields the product CC1=CC=C(C=C1)C=1C=CC2=C(C=C(CCO2)C(=O)NC2=CC=C(C=C2)CS(=O)C2=CC=CC=C2)C1 (7-(4-methylphenyl)-N-(4-(phenylsulfinylmethyl)-phenyl)-2,3-dihydro-1-benzoxepine-4-carboxamide). The yield is 106.4%. As a reaction SMILES: [CH3:1][C:2]1[CH:7]=[CH:6][C:5]([C:8]2[CH:9]=[CH:10][C:11]3[O:17][CH2:16][CH2:15][C:14]([C:18]([NH:20][C:21]4[CH:26]=[CH:25][C:24]([CH2:27][S:28][C:29]5[CH:34]=[CH:33][CH:32]=[CH:31][CH:30]=5)=[CH:23][CH:22]=4)=[O:19])=[CH:13][C:12]=3[CH:35]=2)=[CH:4][CH:3]=1.ClC1C=CC=C(C(OO)=[O:44])C=1.S([O-])([O-])(=O)=S.[Na+].[Na+]>ClCCl>[CH3:1][C:2]1[CH:3]=[CH:4][C:5]([C:8]2[CH:9]=[CH:10][C:11]3[O:17][CH2:16][CH2:15][C:14]([C:18]([NH:20][C:21]4[CH:26]=[CH:25][C:24]([CH2:27][S:28]([C:29]5[CH:30]=[CH:31][CH:32]=[CH:33][CH:34]=5)=[O:44])=[CH:23][CH:22]=4)=[O:19])=[CH:13][C:12]=3[CH:35]=2)=[CH:6][CH:7]=1 |f:2.3.4|. Procedure details: To a solution of 7-(4-methylphenyl)-N-(4-(phenylthiomethyl)-phenyl)-2,3-dihydro-1-benzoxepine-4-carboxamide (0.1g) in dichloromethane (30ml) was added 70% m-chloroperbenzoic acid (0.046g) at the temperature ranging from −20 to −10° C., and the mixture was stirred for 30 minutes. To the mixture was added sodium thiosulfate solution, and the mixture was concentrated and extracted with ethyl acetate. The organic layer was washed with sodium hydrogen carbonate solution, water and saturated sodium ch...